This data is from the Open Reaction Database (ORD), a public repository of structured organic reaction records. The task is: describe an organic reaction: reactants, conditions, products, and yield Reactants: C(C)(=O)[O-].C(C)(=O)[O-].C(CCC)[Sn+2]CCCC (dibutyl tin diacetate), COC1=CC=C(O)C=C1 (hydroquinone monomethyl ether), C(C)(C)(C)C1=C(C(=CC(=C1)C)C(C)(C)C)O (2,6-di-t-butyl-4-methylphenol), C(C=C)(=O)OCCO (2-hydroxyethyl acrylate), CC=1C(=CC(=CC1)N=C=O)N=C=O (TDI). Reaction conditions: temperature 70 celsius, time 7 hour. The product is C(C=C)(=O)O.NC(=O)OCC (urethane acrylate), oligomer ( A ). Reaction SMILES: [C:1]([O:5]CCO)(=[O:4])[CH:2]=[CH2:3].CC1C(N=C=O)=CC([N:16]=[C:17]=[O:18])=CC=1.C([O-])(=O)C.C([O-])(=O)C.C([Sn+2]CCCC)CCC.COC1C=CC(O)=CC=1.C([C:52]1C=C(C)C=C(C(C)(C)C)[C:53]=1[OH:63])(C)(C)C>>[C:1]([OH:5])(=[O:4])[CH:2]=[CH2:3].[NH2:16][C:17]([O:63][CH2:53][CH3:52])=[O:18] |f:2.3.4,7.8|. Procedure details: 232 g (2 mol) of 2-hydroxyethyl acrylate (molecular weight 116) was placed in a flask equipped with a stirring blade, and with constant stirring, 174 g (1 mol) of TDI (2,4-tolylene diisocyanate) was added dropwise, with care taken over the generated heat, and the temperature was raised to 70° C. 1 g of dibutyl tin diacetate, 0.2 g of hydroquinone monomethyl ether and 1 g of 2,6-di-t-butyl-4-methylphenol were then added. Reaction was allowed to proceed at this temperature for 7 hours, and once th...